Dataset: the Open Reaction Database (ORD), a public repository of structured organic reaction records. Task: describe an organic reaction: reactants, conditions, products, and yield The reactants are ClCC(=O)NC1=CC2=C(OC3=C2CCCCCC3)C=C1 (2-chloro-N-6,7,8,9,10,11-hexahydrobenzo[b]cycloocta[d]furan-2-ylacetamide), C([O-])([O-])=O.[Cs+].[Cs+] (cesium carbonate). The solvent is O (water), C(C)#N (acetonitrile). The product is C1=C(C=CC=2OC3=C(C21)CCCCCC3)NC(CO)=O (N-6,7,8,9,10,11-hexahydrobenzo[b]cycloocta[d]furan-2-yl-2-hydroxyacetamide). The yield is 7.2%. Reaction SMILES: Cl[CH2:2][C:3]([NH:5][C:6]1[CH:20]=[CH:19][C:9]2[O:10][C:11]3[CH2:18][CH2:17][CH2:16][CH2:15][CH2:14][CH2:13][C:12]=3[C:8]=2[CH:7]=1)=[O:4].C(=O)([O-])[O-:22].[Cs+].[Cs+]>O.C(#N)C>[CH:7]1[C:8]2[C:12]3[CH2:13][CH2:14][CH2:15][CH2:16][CH2:17][CH2:18][C:11]=3[O:10][C:9]=2[CH:19]=[CH:20][C:6]=1[NH:5][C:3](=[O:4])[CH2:2][OH:22] |f:1.2.3|. Procedure details: A mixture of 2-chloro-N-6,7,8,9,10,11-hexahydrobenzo[b]cycloocta[d]furan-2-ylacetamide (0.115 g, 0.51 mmol) and cesium carbonate (0.34 g) in water (2 mL) and acetonitrile (4 mL) was heated in the microwave for 15 min. The reaction mixture was concentrated and the crude material was purified by HPLC to provide N-6,7,8,9,10,11-hexahydrobenzo[b]cycloocta[d]furan-2-yl-2-hydroxyacetamide (0.010 g). MS (ESI) m/z 274 ([M+H]+);MS (ESI) m/z 272 ([M−H]−). The reactants are CC=1C=C(C#N)C=CC1F (3-methyl-4-fluoro-benzonitrile), NC1=C(C=C(C=C1)S(=O)(=O)N)Cl (4-amino-3-chloro-benzenesulfonamide), C(C)OC(CC1=C(C(=C(C=C1)O)C)C)=O ((4-Hydroxy-2,3-dimethyl-phenyl)-acetic acid ethyl ester), C(C)OC(CC1=C(C(=C(C=C1)O)C)C)=O ((4-Hydroxy-2,3-dimethyl-phenyl)-acetic acid ethyl ester). Run in C(C)OC(C)=O (acetic acid ethyl ester). The product is C(C)OC(CC1=C(C(=C(C=C1)O)C)C)=O ((4-Hydroxy-2,3-dimethyl-phenyl)-acetic acid ethyl ester), ClC1=C(C=CC(=C1)S(N)(=O)=O)NC(CC1=C(C(=C(C=C1)OC1=C(C=C(C=C1)C#N)C)C)C)=O (N-(2-Chloro-4-sulfamoyl-phenyl)-2-[4-(4-cyano-2-methyl-phenoxy)-2,3-dimethyl-phenyl]-acetamide). As a reaction SMILES: [CH2:1]([O:3][C:4](=[O:15])[CH2:5][C:6]1[CH:11]=[CH:10][C:9]([OH:12])=[C:8]([CH3:13])[C:7]=1[CH3:14])[CH3:2].[CH3:16][C:17]1[CH:18]=[C:19]([CH:22]=[CH:23][C:24]=1F)[C:20]#[N:21].[NH2:26][C:27]1[CH:32]=[CH:31][C:30]([S:33]([NH2:36])(=[O:35])=[O:34])=[CH:29][C:28]=1[Cl:37]>C(OC(=O)C)C>[CH2:1]([O:3][C:4](=[O:15])[CH2:5][C:6]1[CH:11]=[CH:10][C:9]([OH:12])=[C:8]([CH3:13])[C:7]=1[CH3:14])[CH3:2].[Cl:37][C:28]1[CH:29]=[C:30]([S:33](=[O:34])(=[O:35])[NH2:36])[CH:31]=[CH:32][C:27]=1[NH:26][C:4](=[O:15])[CH2:5][C:6]1[CH:11]=[CH:10][C:9]([O:12][C:24]2[CH:23]=[CH:22][C:19]([C:20]#[N:21])=[CH:18][C:17]=2[CH3:16])=[C:8]([CH3:13])[C:7]=1[CH3:14]. Reported procedure: (4-Hydroxy-2,3-dimethyl-phenyl)-acetic acid ethyl ester (45c) was prepared as described in Example 13. N-(2-Chloro-4-sulfamoyl-phenyl)-2-[4-(4-cyano-2-methyl-phenoxy)-2,3-dimethyl-phenyl]-acetamide (I-25) was prepared starting with 45c utilizing the procedure from example 1 except in step 1, 45c was used in place of 3-bromo-4-hydroxy-phenyl)-acetic acid ethyl ester and 3-methyl-4-fluoro-benzonitrile was used in place of 3-chloro-5-fluoro-benzonitrile and in step 4, 4-amino-3-chloro-benzenesulfon... The reactants are NC1=CC=CC=2C3=C(OC21)CCCC3 (6-amino-1,2,3,4-tetrahydrodibenzofuran), CC(CCC(C)=O)=O (2,5-hexanedione), C([O-])(O)=O.[Na+] (sodium bicarbonate), O (water). The reagents and catalysts are Cl (hydrochloric acid). The solvent is C(C)O (ethanol). Yields the product CC=1N(C(=CC1)C)C1=CC=CC=2C3=C(OC21)CCCC3 (6-(2,5-dimethylpyrol-1-yl)-1,2,3,4-tetrahydrodibenzofuran). The yield is 72.1%. As a reaction SMILES: [NH2:1][C:2]1[C:10]2[O:9][C:8]3[CH2:11][CH2:12][CH2:13][CH2:14][C:7]=3[C:6]=2[CH:5]=[CH:4][CH:3]=1.[CH3:15][C:16](=O)[CH2:17][CH2:18][C:19](=O)[CH3:20].O.C(=O)(O)[O-].[Na+]>Cl.C(O)C>[CH3:20][C:19]1[N:1]([C:2]2[C:10]3[O:9][C:8]4[CH2:11][CH2:12][CH2:13][CH2:14][C:7]=4[C:6]=3[CH:5]=[CH:4][CH:3]=2)[C:16]([CH3:15])=[CH:17][CH:18]=1 |f:3.4|. Procedure details: A mixture of 6-amino-1,2,3,4-tetrahydrodibenzofuran (230 mg), 2,5-hexanedione (145 mg) and conc. hydrochloric acid (1 drop) in ethanol (3 ml) was refluxed for 1 hour and poured into water. The mixture was neutralized with aqueous saturated sodium bicarbonate and extracted with ethyl acetate. The extract was washed with brine, dried over sodium sulfate and evaporated in vacuo. The residue was purified by column chromatography on silica gel and the obtained oil was crystallized from a mixture of e... The reactants are ClC=1C2=C(N=CN1)C=NC=C2 (4-chloro-pyrido[3,4-d]pyrimidine), CC1=CC=C2CCNC2=C1C (6,7-dimethylindoline), N1=CC=CC=C1 (pyridine). Run in C(C)(C)O (isopropanol). The product is Cl.CC1=CC=C2CCN(C2=C1C)C=1C2=C(N=CN1)C=NC=C2 (4-(6.7-Dimethyl-2,3-dihydro-indol-1-yl)-pyrido[3,4-d]pyrimidine Hydrochloride). Yield: 15.9%. As a reaction SMILES: [Cl:1][C:2]1[C:3]2[CH:11]=[CH:10][N:9]=[CH:8][C:4]=2[N:5]=[CH:6][N:7]=1.[CH3:12][C:13]1[C:21]([CH3:22])=[C:20]2[C:16]([CH2:17][CH2:18][NH:19]2)=[CH:15][CH:14]=1.N1C=CC=CC=1>C(O)(C)C>[ClH:1].[CH3:12][C:13]1[C:21]([CH3:22])=[C:20]2[C:16]([CH2:17][CH2:18][N:19]2[C:2]2[C:3]3[CH:11]=[CH:10][N:9]=[CH:8][C:4]=3[N:5]=[CH:6][N:7]=2)=[CH:15][CH:14]=1 |f:4.5|. Reported procedure: To 4-chloro-pyrido[3,4-d]pyrimidine (200 mg, 1.21 mmol) in isopropanol (3 mL) was added 6,7-dimethylindoline (211 mg, 1.44 mmol) and pyridine (190 mg, 2.41 mmol). The reaction mixture was heated to reflux under an atmosphere of dry nitrogen for 6 hours. Solvent was removed in vacuo and the residue was dissolved in CHCl3 and washed with saturated aqueous sodium carbonate. The organic phase was dried over sodium sulfate concentrated in vacuo, and flash chromatographed on silica in 45% acetone/hexa... The reactants are NC=1C(NC2=CC(=CC(=C2N1)OC1=NC=NC(=C1)Cl)F)=O (3-Amino-5-(6-chloropyrimidin-4-yloxy)-7-fluoroquinoxalin-2(1H)-one), NC=1C(NC2=CC=CC(=C2N1)OC1=NC=NC(=C1)N1CCN(CC1)[C@@H](C)C1=CC=C(C=C1)F)=O (3-Amino-5-(6-{4-[(1S)-1-(4-fluoro-phenyl)-ethyl]-piperazin-1-yl}-pyrimidin-4-yloxy)-1H-quinoxalin-2-one). Yields the product NC=1C(NC2=CC(=CC(=C2N1)OC1=NC=NC(=C1)N1CCN(CC1)[C@@H](C)C1=CC=C(C=C1)F)F)=O ((S)-3-Amino-7-fluoro-5-(6-(4-(1-(4-fluorophenyl)ethyl)piperazin-1-yl)pyrimidin-4-yloxy)quinoxalin-2(1H)-one). As a reaction SMILES: [NH2:1][C:2]1[C:3](=[O:21])[NH:4][C:5]2[C:10]([N:11]=1)=[C:9]([O:12][C:13]1[CH:18]=[C:17](Cl)[N:16]=[CH:15][N:14]=1)[CH:8]=[C:7]([F:20])[CH:6]=2.NC1C(=O)NC2C(N=1)=C(OC1C=C([N:40]3[CH2:45][CH2:44][N:43]([C@H:46]([C:48]4[CH:53]=[CH:52][C:51]([F:54])=[CH:50][CH:49]=4)[CH3:47])[CH2:42][CH2:41]3)N=CN=1)C=CC=2>>[NH2:1][C:2]1[C:3](=[O:21])[NH:4][C:5]2[C:10]([N:11]=1)=[C:9]([O:12][C:13]1[CH:18]=[C:17]([N:40]3[CH2:41][CH2:42][N:43]([C@H:46]([C:48]4[CH:53]=[CH:52][C:51]([F:54])=[CH:50][CH:49]=4)[CH3:47])[CH2:44][CH2:45]3)[N:16]=[CH:15][N:14]=1)[CH:8]=[C:7]([F:20])[CH:6]=2. Procedure details: 3-Amino-5-(6-chloropyrimidin-4-yloxy)-7-fluoroquinoxalin-2(1H)-one, Example 57(h), (150 mg, 0.49 mmol) was reacted with (S)-1-(1-(4-fluorophenyl)ethyl)piperazine (101 mg, 0.49 mmol, prepared as described in Example 27) under the conditions of Example 26(b) to give the title compound. MS (ESI, pos. ion.) m/z: 480 (M+1). Mp: 288° C.